This data is from the Open Reaction Database (ORD), a public repository of structured organic reaction records. The task is: describe an organic reaction: reactants, conditions, products, and yield The reactants are O=C(O)c1cc(Br)cc(I)c1, [Na+], [OH-], O. Yields the product O=C(O)c1cc(O)cc(Br)c1. Reaction SMILES: [Br:3][c:4]1[cH:5][c:6]([C:7](=[O:8])[OH:9])[cH:10][c:11]([I:13])[cH:12]1.[Na+:2].[OH-:1].[OH2:14]>>[OH:1][c:11]1[cH:10][c:6]([C:7](=[O:8])[OH:9])[cH:5][c:4]([Br:3])[cH:12]1. Reactants: C(=O)(O)[O-].[Na+].[OH-].[Na+] (NaHCO3 NaOH), N[C@@H]1C=C[C@@](C1)(C(=O)OCC1=CC=CC=C1)C1(CCC1)O (benzyl (1R,4S)-4-amino-1-(1-hydroxycyclobutyl)cyclopent-2-ene-1-carboxylate), CO[C@@H]1COCCC1=O ((3R)-3-methoxytetrahydro-4H-pyran-4-one), C(C)(=O)O[BH-](OC(C)=O)OC(C)=O.[Na+] (Sodium triacetoxyborohydride). Run in ClCCl (dichloromethane), ClCCl (dichloromethane). Run at time 1.5 hour. The product is C(C1=CC=CC=C1)OC(=O)[C@]1(C=C[C@H](C1)N[C@H]1CCOC[C@H]1OC)C1(CCC1)O (1,5-anhydro-3-{[(1S,4R)-4-[(benzyloxy)carbonyl]-4-(1-hydroxycyclobutyl)cyclopent-2-En-1-yl]amino}-2,3-dideoxy-4-O-methyl-D-erythro-pentitol). Yield: 73.8%. As a reaction SMILES: [NH2:1][C@H:2]1[CH2:6][C@@:5]([C:17]2([OH:21])[CH2:20][CH2:19][CH2:18]2)([C:7]([O:9][CH2:10][C:11]2[CH:16]=[CH:15][CH:14]=[CH:13][CH:12]=2)=[O:8])[CH:4]=[CH:3]1.[CH3:22][O:23][C@H:24]1[C:29](=O)[CH2:28][CH2:27][O:26][CH2:25]1.C(O[BH-](OC(=O)C)OC(=O)C)(=O)C.[Na+].C([O-])(O)=O.[Na+].[OH-].[Na+]>ClCCl>[CH2:10]([O:9][C:7]([C@:5]1([C:17]2([OH:21])[CH2:18][CH2:19][CH2:20]2)[CH2:6][C@H:2]([NH:1][C@@H:29]2[C@H:24]([O:23][CH3:22])[CH2:25][O:26][CH2:27][CH2:28]2)[CH:3]=[CH:4]1)=[O:8])[C:11]1[CH:12]=[CH:13][CH:14]=[CH:15][CH:16]=1 |f:2.3,4.5.6.7|. Reported procedure: A solution of 3.83 g (13.3 mmol) of benzyl (1R,4S)-4-amino-1-(1-hydroxycyclobutyl)cyclopent-2-ene-1-carboxylate (Preparation SRT-0235) and 1.89 g (14.5 mmol) of (3R)-3-methoxytetrahydro-4H-pyran-4-one in 26 mL of dichloromethane was stirred with activated 3 A molecular sieves for 10 min, then cooled to 0 C. Sodium triacetoxyborohydride (3.35 g, 15.8 mmol) was added in several portions ever 10 min, and the mixture was stirred for 1.5 h. The cloudy mixture was added to dichloromethane and aqueous ... Reactants: C1(CC1)N(C(OC(C)(C)C)=O)[C@H]1[C@H](CNCC1)F (tert-butyl N-cyclopropyl-N-[(3S,4R)-3-fluoropiperidin-4-yl]carbamate), ClC1=NC=C(C=N1)Cl (2,5-dichloropyrimidine), Intermediate 87. The product is ClC=1C=NC(=NC1)N1C[C@@H]([C@@H](CC1)NC1CC1)F ((3S,4R)-1-(5-Chloropyrimidin-2-yl)-N-cyclopropyl-3-fluoropiperidin-4-amine). Reaction SMILES: [CH:1]1([N:4]([C@@H:12]2[CH2:17][CH2:16][NH:15][CH2:14][C@@H:13]2[F:18])C(=O)OC(C)(C)C)[CH2:3][CH2:2]1.Cl[C:20]1[N:25]=[CH:24][C:23]([Cl:26])=[CH:22][N:21]=1>>[Cl:26][C:23]1[CH:22]=[N:21][C:20]([N:15]2[CH2:16][CH2:17][C@@H:12]([NH:4][CH:1]3[CH2:2][CH2:3]3)[C@@H:13]([F:18])[CH2:14]2)=[N:25][CH:24]=1. Procedure details: The title compound is prepared from tert-butyl N-cyclopropyl-N-[(3S,4R)-3-fluoropiperidin-4-yl]carbamate and 2,5-dichloropyrimidine following a procedure analogous to that described for Intermediate 87. LC (method 20): tR=1.86 min; Mass spectrum (APCI): m/z=271 [M+H]+. The reactants are Cl (hydrochloric acid), ClC1=CC=C(C(=O)C2=C(C=C(C=C2)Cl)Cl)C=C1 (4-chloro 2',4'-dichlorobenzophenone), Cl.NO (hydroxylamine hydrochloride), [OH-].[K+] (potassium hydroxide). Run in O (water), O (water), C(C)O (ethanol). Product: ClC1=CC=C(C(C2=C(C=C(C=C2)Cl)Cl)=NO)C=C1 (4-chloro-2',4'-dichlorobenzophenone oxime). Yield: 83.1%. Reaction SMILES: [Cl:1][C:2]1[CH:17]=[CH:16][C:5]([C:6]([C:8]2[CH:13]=[CH:12][C:11]([Cl:14])=[CH:10][C:9]=2[Cl:15])=O)=[CH:4][CH:3]=1.Cl.[NH2:19][OH:20].[OH-].[K+].Cl>O.C(O)C>[Cl:1][C:2]1[CH:17]=[CH:16][C:5]([C:6](=[N:19][OH:20])[C:8]2[CH:13]=[CH:12][C:11]([Cl:14])=[CH:10][C:9]=2[Cl:15])=[CH:4][CH:3]=1 |f:1.2,3.4|. Procedure details: A mixture of 4-chloro 2',4'-dichlorobenzophenone (8 g.), hydroxylamine hydrochloride (2.9 g.), powdered potassium hydroxide (7.7 g.), ethanol (10 ml.) and water (2 ml.) was heated under reflux for 15 minutes. The mixture was poured into water (300 ml.) containing concentrated hydrochloric acid (30 ml.), and the precipitated oil was left to crystallise. The mixture was then filtered, and the solid residue (7.0 g., 83% yield) of 4-chloro-2',4'-dichlorobenzophenone oxime (m.p. 98°-100° C.) was used... Reactants: CCCC(NC(c1ccc(Br)cc1)C(F)(F)F)C(=O)NC1(C#N)CC1, CCCC(NC(c1ccc(-c2ccc(S(C)(=O)=O)cc2)cc1)C(F)(F)F)C(=O)NC1(C#N)CC1, N#Cc1ccc(B(O)O)cc1, ClCCl. Yields the product CCCC(NC(c1ccc(-c2ccc(C#N)cc2)cc1)C(F)(F)F)C(=O)NC1(C#N)CC1. Reaction SMILES: [Br:46][c:47]1[cH:48][cH:49][c:50]([CH:51]([NH:52][CH:53]([C:54]([NH:55][C:56]2([C:57]#[N:58])[CH2:59][CH2:60]2)=[O:61])[CH2:62][CH2:63][CH3:64])[C:65]([F:66])([F:67])[F:68])[cH:69][cH:70]1.[C:1](#[N:2])[C:3]1([NH:6][C:7]([CH:8]([NH:9][CH:10]([C:11]([F:12])([F:13])[F:14])[c:15]2[cH:16][cH:17][c:18](-[c:21]3[cH:22][cH:23][c:24]([S:27]([CH3:28])(=[O:29])=[O:30])[cH:25][cH:26]3)[cH:19][cH:20]2)[CH2:31][CH2:32][CH3:33])=[O:34])[CH2:4][CH2:5]1.[C:35](#[N:36])[c:37]1[cH:38][cH:39][c:40]([B:41]([OH:42])[OH:43])[cH:44][cH:45]1.[Cl:71][CH2:72][Cl:73]>>[C:1](#[N:2])[C:3]1([NH:6][C:7]([CH:8]([NH:9][CH:10]([C:11]([F:12])([F:13])[F:14])[c:15]2[cH:16][cH:17][c:18](-[c:21]3[cH:22][cH:23][c:24]([C:35]#[N:36])[cH:25][cH:26]3)[cH:19][cH:20]2)[CH2:31][CH2:32][CH3:33])=[O:34])[CH2:4][CH2:5]1. The reactants are COC(C1=C(C=C(C(=O)OC)C=C1)Br)=O (dimethyl-2-bromo-terepthalate), BrC1=CC=C(C=C1)C (4-Bromotoluene), [Li]C(C)(C)C (tBuLi), CN1CCC(=C2C3=CC=CC=C3C=CC4=CC=CC=C42)CC1 (reactin). Reagents/catalysts: Cl[Ni]([P](C1=CC=CC=C1)(C2=CC=CC=C2)C3=CC=CC=C3)([P](C4=CC=CC=C4)(C5=CC=CC=C5)C6=CC=CC=C6)Cl (bis(triphenylphosphine)nickel(II) chloride), [Cl-].[Cl-].[Zn+2] (ZnCl2). The solvent is O1CCCC1 (tetrahydrofuran), O1CCCC1 (tetrahydrofuran). Run at temperature 0 celsius, time 2 hour. Product: COC(C1=C(C=C(C(=O)OC)C=C1)C1=CC=C(C=C1)C)=O (Dimethyl-2-(4-toluyl)-terepthalate). Yield: 85.3%. As a reaction SMILES: Br[C:2]1[CH:7]=[CH:6][C:5]([CH3:8])=[CH:4][CH:3]=1.[Li]C(C)(C)C.[CH3:14][O:15][C:16](=[O:28])[C:17]1[CH:26]=[CH:25][C:20]([C:21]([O:23][CH3:24])=[O:22])=[CH:19][C:18]=1Br.CN1CCC(=C2C3C(=CC=CC=3)C=CC3C2=CC=CC=3)CC1>O1CCCC1.[Cl-].[Cl-].[Zn+2].Cl[Ni](Cl)([P](C1C=CC=CC=1)(C1C=CC=CC=1)C1C=CC=CC=1)[P](C1C=CC=CC=1)(C1C=CC=CC=1)C1C=CC=CC=1>[CH3:14][O:15][C:16](=[O:28])[C:17]1[CH:26]=[CH:25][C:20]([C:21]([O:23][CH3:24])=[O:22])=[CH:19][C:18]=1[C:2]1[CH:7]=[CH:6][C:5]([CH3:8])=[CH:4][CH:3]=1 |f:5.6.7,^1:61,80|. Reported procedure: 4-Bromotoluene (6 g) was dissolved in tetrahydrofuran (20 ml). To this solution at -78° C. under N2 was added over a ten minute period, 1.7M tBuLi (42 ml). After two hours at room temperature, the reaction mixture was cooled to 0° C. and 1M ZnCl2 (36 ml) was added over a ten minute period. After one half hour at room temperature, bis(triphenylphosphine)nickel(II) chloride (1.32 g) was added followed by dimethyl-2-bromo-terepthalate (6 g) in tetrahydrofuran (20 ml) dropwise over a five minute per... Reactants: [Br-], CCCC[N+](CCCC)(CCCC)CCCC, CCOC(=O)c1cc2cc(CCl)ccc2o1, ClCCl, N#C[Na], O. Yields the product CCOC(=O)c1cc2cc(CC#N)ccc2o1. As a reaction SMILES: [Br-:21].[CH3:22][CH2:23][CH2:24][CH2:25][N+:26]([CH2:27][CH2:28][CH2:29][CH3:30])([CH2:31][CH2:32][CH2:33][CH3:34])[CH2:35][CH2:36][CH2:37][CH3:38].[Cl:1][CH2:2][c:3]1[cH:4][cH:5][c:6]2[c:7]([cH:8][c:9]([C:11](=[O:12])[O:13][CH2:14][CH3:15])[o:10]2)[cH:16]1.[Cl:39][CH2:40][Cl:41].[Na:17][C:18]#[N:19].[OH2:20]>>[CH2:2]([c:3]1[cH:4][cH:5][c:6]2[c:7]([cH:8][c:9]([C:11](=[O:12])[O:13][CH2:14][CH3:15])[o:10]2)[cH:16]1)[C:18]#[N:19]. Reactants: O=C([O-])O, C[Si](C)(C)CCOCn1ccc(Nc2cccc(CC3(O)CCNCC3)n2)n1, CCN=C=NCCCN(C)C, ClC(Cl)Cl, O=C(O)c1cccc(Cl)c1F, Cl, [Na+], O, Oc1cccc2[nH]nnc12. The product is C[Si](C)(C)CCOCn1ccc(Nc2cccc(CC3(O)CCN(C(=O)c4cccc(Cl)c4F)CC3)n2)n1. RXN SMILES: [C:63](=[O:64])([OH:65])[O-:66].[CH3:1][Si:2]([CH2:3][CH2:4][O:5][CH2:6][n:7]1[n:8][c:9]([NH:12][c:13]2[cH:14][cH:15][cH:16][c:17]([CH2:19][C:20]3([OH:26])[CH2:21][CH2:22][NH:23][CH2:24][CH2:25]3)[n:18]2)[cH:10][cH:11]1)([CH3:27])[CH3:28].[CH3:52][N:53]([CH3:54])[CH2:55][CH2:56][CH2:57][N:58]=[C:59]=[N:60][CH2:61][CH3:62].[CH:68]([Cl:69])([Cl:70])[Cl:71].[Cl:29][c:30]1[c:31]([F:39])[c:32]([C:33](=[O:34])[OH:35])[cH:36][cH:37][cH:38]1.[ClH:51].[Na+:67].[OH2:40].[OH:41][c:42]1[c:43]2[n:44][n:45][nH:46][c:47]2[cH:48][cH:49][cH:50]1>>[CH3:1][Si:2]([CH2:3][CH2:4][O:5][CH2:6][n:7]1[n:8][c:9]([NH:12][c:13]2[cH:14][cH:15][cH:16][c:17]([CH2:19][C:20]3([OH:26])[CH2:21][CH2:22][N:23]([C:33]([c:32]4[c:31]([F:39])[c:30]([Cl:29])[cH:38][cH:37][cH:36]4)=[O:34])[CH2:24][CH2:25]3)[n:18]2)[cH:10][cH:11]1)([CH3:27])[CH3:28]. Reactants: BrCCCCCCCOc1ccc(Br)cc1, CN(C)C=O, O=C1NCCN1c1ccnc(Cl)c1, [H-], [Na+]. The product is O=C1N(CCCCCCCOc2ccc(Br)cc2)CCN1c1ccnc(Cl)c1. RXN SMILES: [Br:16][c:17]1[cH:18][cH:19][c:20]([O:23][CH2:24][CH2:25][CH2:26][CH2:27][CH2:28][CH2:29][CH2:30][Br:31])[cH:21][cH:22]1.[CH3:32][N:33]([CH3:34])[CH:35]=[O:36].[Cl:1][c:2]1[n:3][cH:4][cH:5][c:6]([N:8]2[C:9](=[O:13])[NH:10][CH2:11][CH2:12]2)[cH:7]1.[H-:15].[Na+:14]>>[Cl:1][c:2]1[n:3][cH:4][cH:5][c:6]([N:8]2[C:9](=[O:13])[N:10]([CH2:30][CH2:29][CH2:28][CH2:27][CH2:26][CH2:25][CH2:24][O:23][c:20]3[cH:19][cH:18][c:17]([Br:16])[cH:22][cH:21]3)[CH2:11][CH2:12]2)[cH:7]1. Reactants: ClC=1C=CC=C2C(=CC(=NC12)S(=O)(=O)CC)OCC1=CC=C(C=C1)OC (8-chloro-2-ethanesulfonyl-4-(4-methoxy-benzyloxy)-quinoline), [Li]CCCC (n-BuLi), hexanes, FC(CN)(F)F (2,2,2-trifluoro-ethylamine). The solvent is C1CCOC1 (THF), O1CCCC1 (tetrahydrofuran). Run at temperature -78 celsius, time 5 minute. The product is ClC=1C=CC=C2C(=CC(=NC12)NCC(F)(F)F)OCC1=CC=C(C=C1)OC ([8-chloro-4-(4-methoxy-benzyloxy)-quinolin-2-yl]-(2,2,2-trifluoro-ethyl)-amine). The yield is 66.8%. RXN SMILES: [F:1][C:2]([F:6])([F:5])[CH2:3][NH2:4].[Li]CCCC.[Cl:12][C:13]1[CH:14]=[CH:15][CH:16]=[C:17]2[C:22]=1[N:21]=[C:20](S(CC)(=O)=O)[CH:19]=[C:18]2[O:28][CH2:29][C:30]1[CH:35]=[CH:34][C:33]([O:36][CH3:37])=[CH:32][CH:31]=1>O1CCCC1>[Cl:12][C:13]1[CH:14]=[CH:15][CH:16]=[C:17]2[C:22]=1[N:21]=[C:20]([NH:4][CH2:3][C:2]([F:6])([F:5])[F:1])[CH:19]=[C:18]2[O:28][CH2:29][C:30]1[CH:35]=[CH:34][C:33]([O:36][CH3:37])=[CH:32][CH:31]=1. Reported procedure: In a pre-dried 3-necked round bottom flask was dissolved 2,2,2-trifluoro-ethylamine (91 mg, 0.92 mmol, 1.2 equiv) in dry tetrahydrofuran (0.5 mL), under a nitrogen atmosphere. The flask was cooled down to −78° C. and 2.5M n-BuLi in hexanes (428 μL, 1.07 mmol, 1.4 equiv) was added via syringe. The mixture was stirred for 5 minutes then gradually warmed to 0° C. At this point, 8-chloro-2-ethanesulfonyl-4-(4-methoxy-benzyloxy)-quinoline (300 mg, 0.766 mmol, 1 equiv) in a solution of THF was slowly ...